This data is from the Open Reaction Database (ORD), a public repository of structured organic reaction records. The task is: describe an organic reaction: reactants, conditions, products, and yield Starting materials: [N+](=O)([O-])C1=C2NC(C(NC2=CC(=C1Cl)Cl)=O)=O (5-nitro-6,7-dichloro-1,4-dihydro-2,3-quinoxalinedione), Cl[Sn]Cl (SnCl2). The solvent is C(C)O (ethanol). Run at temperature 90 celsius, time 1 hour. Product: NC1=C2NC(C(NC2=CC(=C1Cl)Cl)=O)=O (5-Amino-6,7-dichloro-1,4-dihydro-2,3-quinoxalinedione). Yield: 43.7%. RXN SMILES: [N+:1]([C:4]1[C:13]([Cl:14])=[C:12]([Cl:15])[CH:11]=[C:10]2[C:5]=1[NH:6][C:7](=[O:17])[C:8](=[O:16])[NH:9]2)([O-])=O.Cl[Sn]Cl>C(O)C>[NH2:1][C:4]1[C:13]([Cl:14])=[C:12]([Cl:15])[CH:11]=[C:10]2[C:5]=1[NH:6][C:7](=[O:17])[C:8](=[O:16])[NH:9]2. Procedure: To a stirred mixture of 5-nitro-6,7-dichloro-1,4-dihydro-2,3-quinoxalinedione (110 mg, 0.40 mMol) in ethanol (6 mL) was added SnCl2 ·2H2O (448 mg, 2.0 mMol) in one portion. The mixture was refluxed at 80° C. (oil bath 90° C.) with stirring for 1 h to form a clear solution and continually refluxed for another 3 h. The mixture was then cooled to room temperature and the yellow precipitate was collected by filtration and washed with cold ethanol (2×1 mL) to give 61 mg (62%) of crude title compound ... The reactants are ClCCCBr, O=C([O-])[O-], CN(C)C=O, [K+], [K+], Cc1ccccc1-c1ccc(O)cc1. Yields the product Cc1ccccc1-c1ccc(OCCCCl)cc1. RXN SMILES: [Br:21][CH2:22][CH2:23][CH2:24][Cl:25].[C:15](=[O:16])([O-:17])[O-:18].[CH3:26][N:27]([CH3:28])[CH:29]=[O:30].[K+:19].[K+:20].[OH:1][c:2]1[cH:3][cH:4][c:5](-[c:8]2[c:9]([CH3:14])[cH:10][cH:11][cH:12][cH:13]2)[cH:6][cH:7]1>>[O:1]([c:2]1[cH:3][cH:4][c:5](-[c:8]2[c:9]([CH3:14])[cH:10][cH:11][cH:12][cH:13]2)[cH:6][cH:7]1)[CH2:22][CH2:23][CH2:24][Cl:25]. Reactants: ClC1=NC=CN=C1C (2-chloro-3-methylpyrazine), CN (methylamine). The product is CNC1=NC=CN=C1C (N,3-dimethylpyrazin-2-amine). RXN SMILES: Cl[C:2]1[C:7]([CH3:8])=[N:6][CH:5]=[CH:4][N:3]=1.[CH3:9][NH2:10]>>[CH3:9][NH:10][C:2]1[C:7]([CH3:8])=[N:6][CH:5]=[CH:4][N:3]=1. Procedure details: 2-chloro-3-methylpyrazine (124 mg, 1.0 mmol) and methylamine (5 mL, 2M solution in THF) was irradiated in a microwave oven at 190° C. for 10 hours. The solution is evaporated and the residue was dissolved in CH2Cl2 (10 mL). It was partitioned with NaOH (1 mL, 5N), dried with NaSO4, filtered and volatiles removed in vacuo to afford N,3-dimethylpyrazin-2-amine. 1H NMR (400 MHz, CDCl3): 7.92 (d, 1H), 7.70 (d, 1H), 4.40 (s, br, 1H), 3.03 (d, 3H), 2.36 (s, 3H). MS (ES+): M/Z 124 (M+1). Starting materials: [BH4-], O=C1c2ccccc2C(=O)N1CCCOc1ccncc1, CCO, [Na+]. Product: O=C(NCCCOc1ccncc1)c1ccccc1CO. Reaction SMILES: [BH4-:1].[C:3]1(=[O:23])[c:4]2[c:5]([cH:19][cH:20][cH:21][cH:22]2)[C:6](=[O:18])[N:7]1[CH2:8][CH2:9][CH2:10][O:11][c:12]1[cH:13][cH:14][n:15][cH:16][cH:17]1.[CH3:24][CH2:25][OH:26].[Na+:2]>>[CH2:3]([c:4]1[c:5]([C:6]([NH:7][CH2:8][CH2:9][CH2:10][O:11][c:12]2[cH:13][cH:14][n:15][cH:16][cH:17]2)=[O:18])[cH:19][cH:20][cH:21][cH:22]1)[OH:23]. Reactants: COC=1C=C(C=CC1[N+](=O)[O-])N1CCC(CC1)=O (1-(3-Methoxy-4-nitro-phenyl)-piperidin-4-one), CN1CCNCC1 (N-methylpiperazine), [OH-].[Na+] (sodium hydroxide), C(C)(=O)O[BH-](OC(C)=O)OC(C)=O.[Na+] (sodium triacetoxy-borohydride). The solvent is ClC(C)Cl (dichloroethane), O (water). Reaction conditions: time 4 hour. Product: COC=1C=C(C=CC1[N+](=O)[O-])N1CCC(CC1)N1CCN(CC1)C (1-[1-(3-Methoxy-4-nitro-phenyl)-piperidin-4-yl]-4-methyl-piperazine). The yield is 90.3%. As a reaction SMILES: [CH3:1][O:2][C:3]1[CH:4]=[C:5]([N:12]2[CH2:17][CH2:16][C:15](=O)[CH2:14][CH2:13]2)[CH:6]=[CH:7][C:8]=1[N+:9]([O-:11])=[O:10].[CH3:19][N:20]1[CH2:25][CH2:24][NH:23][CH2:22][CH2:21]1.C(O[BH-](OC(=O)C)OC(=O)C)(=O)C.[Na+].[OH-].[Na+]>ClC(Cl)C.O>[CH3:1][O:2][C:3]1[CH:4]=[C:5]([N:12]2[CH2:17][CH2:16][CH:15]([N:23]3[CH2:24][CH2:25][N:20]([CH3:19])[CH2:21][CH2:22]3)[CH2:14][CH2:13]2)[CH:6]=[CH:7][C:8]=1[N+:9]([O-:11])=[O:10] |f:2.3,4.5|. Procedure: To a solution of 1-(3-Methoxy-4-nitro-phenyl)-piperidin-4-one (4.96 g, 0.020 mol) in dichloroethane (50 ml) is added N-methylpiperazine (2.7 ml, 0.024 mol) at 0° C. and the mixture is stirred at room temperature. After 4 h, sodium triacetoxy-borohydride (5.04 g, 0.024 mol) is added and the mixture is further stirred at room temperature for 24 h. After addition of 1N sodium hydroxide at 0° C., the mixture is poured into water and extracted three times with dichloromethane. The organic layer is co... The reactants are C(C)(C)(C)OC(=O)NC(=NC(=O)OC(C)(C)C)NCCCCNC1=CC=CC=2N1N=C(C2C2=NC(=NC=C2)NC2CCCC2)C2=CC=C(C=C2)OC (N,N″-di-tert-butoxycarbonyl-N′-(4-{[3-[2-(cyclopentylamino)-pyrimidin-4-yl]-2-(4-methoxyphenyl)pyrazolo[1,5-a]pyridin-7-yl]amino}butyl)-guanidine), FC(C(=O)O)(F)F (trifluoroacetic acid), resultant solution. The solvent is ClCCl (dichloromethane). Product: C1(CCCC1)NC1=NC=CC(=N1)C=1C(=NN2C1C=CC=C2NCCCCNC(=N)N)C2=CC=C(C=C2)OC (N-(4-{[3-[2-(cyclopentylamino)pyrimidin-4-yl]-2-(4-methoxyphenyl)pyrazolo[1,5-a]pyridin-7-yl]amino}butyl)guanidine). Yield: 32.4%. Reaction SMILES: C(OC([NH:8][C:9]([NH:18][CH2:19][CH2:20][CH2:21][CH2:22][NH:23][C:24]1[N:29]2[N:30]=[C:31]([C:45]3[CH:50]=[CH:49][C:48]([O:51][CH3:52])=[CH:47][CH:46]=3)[C:32]([C:33]3[CH:38]=[CH:37][N:36]=[C:35]([NH:39][CH:40]4[CH2:44][CH2:43][CH2:42][CH2:41]4)[N:34]=3)=[C:28]2[CH:27]=[CH:26][CH:25]=1)=[N:10]C(OC(C)(C)C)=O)=O)(C)(C)C.FC(F)(F)C(O)=O>ClCCl>[CH:40]1([NH:39][C:35]2[N:34]=[C:33]([C:32]3[C:31]([C:45]4[CH:46]=[CH:47][C:48]([O:51][CH3:52])=[CH:49][CH:50]=4)=[N:30][N:29]4[C:24]([NH:23][CH2:22][CH2:21][CH2:20][CH2:19][NH:18][C:9]([NH2:10])=[NH:8])=[CH:25][CH:26]=[CH:27][C:28]=34)[CH:38]=[CH:37][N:36]=2)[CH2:44][CH2:43][CH2:42][CH2:41]1. Procedure: To a solution of N,N″-di-tert-butoxycarbonyl-N′-(4-{[3-[2-(cyclopentylamino)-pyrimidin-4-yl]-2-(4-methoxyphenyl)pyrazolo[1,5-a]pyridin-7-yl]amino}butyl)-guanidine (42 mg, 0.06 mmol) in dichloromethane (8 mL) was added trifluoroacetic acid (2 mL). The resultant solution was stirred for 8 hours and then concentrated in vacuo. The residue was dissolved in dichloromethane and saturated aqueous sodium bicarbonate was added. The organic layer was washed with brine. The aqueous layer was extracted with...